From a dataset of the Open Reaction Database (ORD), a public repository of structured organic reaction records. describe an organic reaction: reactants, conditions, products, and yield Reported procedure: To a solution of 5-methyl-1-tosyl-1H-indol-4-amine (0.52 g, 1.731 mmol) in acetonitrile (17.31 mL) was added NCS (0.231 g, 1.731 mmol), and the mixture was stirred at 50° C. After 2 hours the reaction was cooled to room temperature, quenched with sat. aq. NaHCO3, and with sat. sodium thiosulfate. The layers were separated and the aqueous layer extracted with EtOAc (twice), dried over MgSO4, filtered and concentrated. The resulting residue was purified by flash chromatography (0-80% EtOAc in hept... The solvent is C(C)#N (acetonitrile). As a reaction SMILES: [CH3:1][C:2]1[CH:10]=[CH:9][C:8]2[N:7]([S:11]([C:14]3[CH:20]=[CH:19][C:17]([CH3:18])=[CH:16][CH:15]=3)(=[O:13])=[O:12])[CH:6]=[CH:5][C:4]=2[C:3]=1[NH2:21].C1C(=O)N([Cl:29])C(=O)C1>C(#N)C>[Cl:29][C:9]1[C:8]2[N:7]([S:11]([C:14]3[CH:20]=[CH:19][C:17]([CH3:18])=[CH:16][CH:15]=3)(=[O:13])=[O:12])[CH:6]=[CH:5][C:4]=2[C:3]([NH2:21])=[C:2]([CH3:1])[CH:10]=1. Yields the product ClC1=CC(=C(C=2C=CN(C12)S(=O)(=O)C1=CC=C(C)C=C1)N)C (7-Chloro-5-methyl-1-tosyl-1H-indol-4-amine). Run at temperature 50 celsius. Reactants: CC1=C(C=2C=CN(C2C=C1)S(=O)(=O)C1=CC=C(C)C=C1)N (5-methyl-1-tosyl-1H-indol-4-amine), C1CC(=O)N(C1=O)Cl (NCS). The reactants are BrC1=CC=C(C=C1)O (4-bromophenol), [H-].[Na+] (sodium hydride), Cl.ClCCN1CCCCCC1 (1-(2-chloroethyl)azepane hydrochloride), [I-].[Na+] (sodium iodide). The solvent is CN(C=O)C (N,N-dimethylformamide), O (Water). Conditions: time 10 minute. Product: BrC1=CC=C(OCCN2CCCCCC2)C=C1 (1-[2-(4-Bromophenoxy)ethyl]azepane). Yield: 96.7%. RXN SMILES: [H-].[Na+].[Br:3][C:4]1[CH:9]=[CH:8][C:7]([OH:10])=[CH:6][CH:5]=1.Cl.Cl[CH2:13][CH2:14][N:15]1[CH2:21][CH2:20][CH2:19][CH2:18][CH2:17][CH2:16]1.[I-].[Na+]>CN(C)C=O.O>[Br:3][C:4]1[CH:9]=[CH:8][C:7]([O:10][CH2:13][CH2:14][N:15]2[CH2:21][CH2:20][CH2:19][CH2:18][CH2:17][CH2:16]2)=[CH:6][CH:5]=1 |f:0.1,3.4,5.6|. Procedure details: To a suspension of 60% sodium hydride (1.6 g) in N,N-dimethylformamide (50 ml) was added 4-bromophenol (3.0 g) under a nitrogen atmosphere, the solution was stirred for 10 minutes at room temperature, then 1-(2-chloroethyl)azepane hydrochloride (4.0 g) and sodium iodide (in catalytic amounts) were sequentially added thereto followed by stirring overnight at 80° C. Water was added thereto followed by stirring, the solution was extracted with ethyl acetate, then sequentially washed with water and ...